From a dataset of the Open Reaction Database (ORD), a public repository of structured organic reaction records. describe an organic reaction: reactants, conditions, products, and yield The reactants are CCO, [Na+], [OH-], O, COC(=O)c1ccc(NC(=O)c2ccccc2-c2ccccc2)cc1Cl. Yields the product O=C(O)c1ccc(NC(=O)c2ccccc2-c2ccccc2)cc1Cl. RXN SMILES: [CH3:28][CH2:29][OH:30].[Na+:32].[OH-:31].[OH2:27].[c:1]1(-[c:21]2[cH:22][cH:23][cH:24][cH:25][cH:26]2)[c:2]([C:7](=[O:8])[NH:9][c:10]2[cH:11][c:12]([Cl:20])[c:13]([C:14](=[O:15])[O:16][CH3:17])[cH:18][cH:19]2)[cH:3][cH:4][cH:5][cH:6]1>>[c:1]1(-[c:21]2[cH:22][cH:23][cH:24][cH:25][cH:26]2)[c:2]([C:7](=[O:8])[NH:9][c:10]2[cH:11][c:12]([Cl:20])[c:13]([C:14](=[O:15])[OH:16])[cH:18][cH:19]2)[cH:3][cH:4][cH:5][cH:6]1. Reactants: COC(=O)CNC(C(CC=1OC(=CC1)C(NC1=CC=CC=C1)=O)C1=CC2=C(C=C1)OCO2)C (N-(methoxycarbonylmethyl)-[(1RS,2RS)-1-methyl-2-(3,4-methylenedioxyphenyl)-3-{5-(phenylcarbamoyl)-2-furyl}propyl]amine), [OH-].[Na+] (sodium hydroxide), Cl (hydrochloric acid). Solvent: O1CCCC1 (tetrahydrofuran). Run at time 17 hour. Product: C1(=CC=CC=C1)NC(=O)CNC(C(CC=1OC(=CC1)C(NC1=CC=CC=C1)=O)C1=CC2=C(C=C1)OCO2)C (N-(phenylcarbamoylmethyl)-[(1RS,2RS)-1-methyl-2-(3,4-methylenedioxyphenyl)-3-{5-(phenylcarbamoyl)-2-furyl}propyl]amine). Yield: 113.0%. RXN SMILES: CO[C:3]([CH2:5][NH:6][CH:7]([CH3:33])[CH:8]([C:24]1[CH:29]=[CH:28][C:27]2[O:30][CH2:31][O:32][C:26]=2[CH:25]=1)[CH2:9][C:10]1[O:11][C:12]([C:15](=[O:23])[NH:16][C:17]2[CH:22]=[CH:21][CH:20]=[CH:19][CH:18]=2)=[CH:13][CH:14]=1)=[O:4].[OH-].[Na+].Cl>O1CCCC1>[C:17]1([NH:16][C:3]([CH2:5][NH:6][CH:7]([CH3:33])[CH:8]([C:24]2[CH:25]=[CH:26][C:27]3[O:30][CH2:31][O:32][C:28]=3[CH:29]=2)[CH2:9][C:10]2[O:11][C:12]([C:15](=[O:23])[NH:16][C:17]3[CH:18]=[CH:19][CH:20]=[CH:21][CH:22]=3)=[CH:13][CH:14]=2)=[O:4])[CH:22]=[CH:21][CH:20]=[CH:19][CH:18]=1 |f:1.2|. Procedure details: 159 mg of N-(methoxycarbonylmethyl)-[(1RS,2RS)-1-methyl-2-(3,4-methylenedioxyphenyl)-3-{5-(phenylcarbamoyl)-2-furyl}propyl]amine in 5 ml of tetrahydrofuran was stirred together with 0.3 ml of 4N aqueous sodium hydroxide at room temperature for 1.5 hours. The reaction solution was acidified with 1N hydrochloric acid and then extracted with ethyl acetate, and the extract was dried over anhydrous magnesium sulfate. The desiccant was filtered off, and the solvent was distilled off under reduced pres... Procedure details: A 250 ml round-bottom flask is equipped with a mechanical stirrer, thermometer, and a distillation head and condenser set up to remove distillate. The flask is charged with 100 g (0.52 moles) ethyl benzoylacetate and 0.075 g sodium bicarbonate. The flask and its contents are heated by means of an oil bath over a period of about 5 hours at temperature from ambient to a maximum of 200° C. while the ethanol formed is continuously removed. Unreacted ethyl benzoylacetate is removed by vaccum distilla... Yields the product C1(=CC=CC=C1)C=1OC(=CC(C1C(=O)O)=O)C1=CC=CC=C1 (2,6-diphenyl-4-oxopyran-3-carboxylic acid). RXN SMILES: [C:1]([CH2:9][C:10]([O:12]CC)=[O:11])(=[O:8])[C:2]1[CH:7]=[CH:6][CH:5]=[CH:4][CH:3]=1.[C:15](=[O:18])(O)[O-].[Na+]>C(O)C>[C:2]1([C:1]2[O:8][C:1]([C:2]3[CH:7]=[CH:6][CH:5]=[CH:4][CH:3]=3)=[CH:9][C:15](=[O:18])[C:9]=2[C:10]([OH:12])=[O:11])[CH:3]=[CH:4][CH:5]=[CH:6][CH:7]=1 |f:1.2|. Reactants: C(C1=CC=CC=C1)(=O)CC(=O)OCC (ethyl benzoylacetate), C([O-])(O)=O.[Na+] (sodium bicarbonate). Run in C(C)O (ethanol). Reactants: N1=CC=C(C=C1)C1=C2CC(NC2=CC=C1)=O (4-Pyridin-4-yl-1,3-dihydroindol-2-one), CC1=C(NC(=C1)C)C=O (3,5-dimethyl-1H-pyrrole-2-carbaldehyde). The product is CC1=C(NC(=C1)C)C=C1C(NC2=CC=CC(=C12)C1=CC=NC=C1)=O (3-(3,5-Dim ethyl-1H-pyrrol-2-ylmethylene)-4-pyridin-4-yl-1,3-dihydroindol-2-one). As a reaction SMILES: [N:1]1[CH:6]=[CH:5][C:4]([C:7]2[CH:15]=[CH:14][CH:13]=[C:12]3[C:8]=2[CH2:9][C:10](=[O:16])[NH:11]3)=[CH:3][CH:2]=1.[CH3:17][C:18]1[CH:22]=[C:21]([CH3:23])[NH:20][C:19]=1[CH:24]=O>>[CH3:17][C:18]1[CH:22]=[C:21]([CH3:23])[NH:20][C:19]=1[CH:24]=[C:9]1[C:8]2[C:12](=[CH:13][CH:14]=[CH:15][C:7]=2[C:4]2[CH:5]=[CH:6][N:1]=[CH:2][CH:3]=2)[NH:11][C:10]1=[O:16]. Procedure details: 4-Pyridin-4-yl-1,3-dihydroindol-2-one was condensed with 3,5-dimethyl-1H-pyrrole-2-carbaldehyde to give the title compound. Reactants: C1CCOC1, CN, COc1cc(C(C)C)c(Oc2cnc(NC(C)CO)nc2N)cc1Cl. Reaction SMILES: [CH2:28]1[CH2:31][CH2:30][CH2:29][O:32]1.[CH3:26][NH2:27].[NH2:1][c:2]1[n:3][c:4]([NH:21][CH:22]([CH2:23][OH:24])[CH3:25])[n:5][cH:6][c:7]1[O:8][c:9]1[c:10]([CH:18]([CH3:19])[CH3:20])[cH:11][c:12]([O:16][CH3:17])[c:13]([Cl:15])[cH:14]1>>[NH2:1][c:2]1[n:3][c:4]([NH:21][CH:22]([CH2:23][O:24][C:28]([NH:27][CH3:26])=[O:32])[CH3:25])[n:5][cH:6][c:7]1[O:8][c:9]1[c:10]([CH:18]([CH3:19])[CH3:20])[cH:11][c:12]([O:16][CH3:17])[c:13]([Cl:15])[cH:14]1. Yields the product CNC(=O)OCC(C)Nc1ncc(Oc2cc(Cl)c(OC)cc2C(C)C)c(N)n1. Reactants: ClC1=CC(=NC=C1)C(OC)OC (4-chloro-2-dimethoxymethyl-pyridine), O[Li].O (LiOH.H2O), C1CCOC1.CO (THF MeOH). The solvent is O (water). Run at time 5 hour. Product: N1C(=CC2=CC=CC=C12)C(=O)O (indole-2-carboxylic acid). Yield: 90.5%. As a reaction SMILES: Cl[C:2]1[CH:7]=[CH:6][N:5]=[C:4]([CH:8]([O:11]C)[O:9]C)[CH:3]=1.O[Li].O.[CH2:16]1[CH2:20]OC[CH2:17]1.CO>O>[NH:5]1[C:6]2[C:7](=[CH:2][CH:17]=[CH:16][CH:20]=2)[CH:3]=[C:4]1[C:8]([OH:9])=[O:11] |f:1.2,3.4|. Procedure: To a solution of the above ether (770 mg, 2.1 mmol) in THF/MeOH (25 mL/10 mL) was added LiOH.H2O (218.1 mg, 2.50 eq) dissolved in 3 mL of water. The clear reaction solution was stirred at room temperature for 5 h, then concentrated in vacuo. The residual aqueous solution was diluted with water (15 mL), and extracted with ether. The organic layer was disgarded. The aqueous layer was acidified to pH 5 with 1.4 N HCl (˜2.5 mL). A large amount of white precipitates were extracted with 200 mL of EtOA... Reactants: FC1(CCC(CC1)(C=1C=NC(=CC1)F)CN)F (C-[4,4-difluoro-1-(6-fluoro-pyridin-3-yl)-cyclohexyl]-methylamine), ClC1=C(C(=O)O)C=CC=C1Cl (2,3-dichlorobenzoic acid), C=1C=CC2=C(C1)N=NN2O (HOBt), CCN=C=NCCCN(C)C.Cl (EDCI.HCl), CCN(C(C)C)C(C)C (DIPEA). Run in CN(C)C=O (DMF), O (Water). The product is ClC1=C(C(=O)NCC2(CCC(CC2)(F)F)C=2C=NC(=CC2)F)C=CC=C1Cl (2,3-Dichloro-N-[[4,4-difluoro-1-(6-fluoro-3-pyridyl)cyclohexyl]methyl]benzamide). The yield is 38.2%. Reaction SMILES: [F:1][C:2]1([F:17])[CH2:7][CH2:6][C:5]([CH2:15][NH2:16])([C:8]2[CH:9]=[N:10][C:11]([F:14])=[CH:12][CH:13]=2)[CH2:4][CH2:3]1.[Cl:18][C:19]1[C:27]([Cl:28])=[CH:26][CH:25]=[CH:24][C:20]=1[C:21](O)=[O:22].C1C=CC2N(O)N=NC=2C=1.CCN=C=NCCCN(C)C.Cl.CCN(C(C)C)C(C)C>CN(C=O)C.O>[Cl:18][C:19]1[C:27]([Cl:28])=[CH:26][CH:25]=[CH:24][C:20]=1[C:21]([NH:16][CH2:15][C:5]1([C:8]2[CH:9]=[N:10][C:11]([F:14])=[CH:12][CH:13]=2)[CH2:4][CH2:3][C:2]([F:1])([F:17])[CH2:7][CH2:6]1)=[O:22] |f:3.4|. Reported procedure: A solution of C-[4,4-difluoro-1-(6-fluoro-pyridin-3-yl)-cyclohexyl]-methylamine (38 mg, 0.157 mmol), 2,3-dichlorobenzoic acid (30 mg, 0.157 mmol), HOBt (25 mg, 0.185 mmol), EDCI.HCl (36 mg, 0.185 mmol) and DIPEA (48 mg, 0.345 mmol) in DMF (2 mL) was stirred at room temperature overnight. Water was added to the solution followed by extraction with EtOAc (3×10 ml). The combined organic layers were dried over Na2SO4, filtered and concentrated. The crude product was purified by Prep. HPLC to give th...